From a dataset of the Open Reaction Database (ORD), a public repository of structured organic reaction records. describe an organic reaction: reactants, conditions, products, and yield The reactants are C1CCNC1, CC(C)=O, Cc1ccccc1, CC(=O)c1cc(C(C)C)ccc1O. Product: CC(C)c1ccc2c(c1)C(=O)CC(C)(C)O2. Reaction SMILES: [CH2:18]1[CH2:19][NH:20][CH2:21][CH2:22]1.[CH3:14][C:15]([CH3:16])=[O:17].[CH3:23][c:24]1[cH:25][cH:26][cH:27][cH:28][cH:29]1.[OH:1][c:2]1[c:3]([C:11]([CH3:12])=[O:13])[cH:4][c:5]([CH:8]([CH3:9])[CH3:10])[cH:6][cH:7]1>>[O:1]1[c:2]2[c:3]([cH:4][c:5]([CH:8]([CH3:9])[CH3:10])[cH:6][cH:7]2)[C:11](=[O:13])[CH2:12][C:15]1([CH3:14])[CH3:16]. The reactants are CCO, CCOC(=O)c1ccc(NC(=O)c2ccccc2-c2ccccc2C)c(Cl)c1, [Na+], [OH-]. Product: Cc1ccccc1-c1ccccc1C(=O)Nc1ccc(C(=O)O)cc1Cl. RXN SMILES: [CH3:31][CH2:32][OH:33].[Cl:1][c:2]1[cH:3][c:4]([C:5](=[O:6])[O:7][CH2:8][CH3:9])[cH:10][cH:11][c:12]1[NH:13][C:14]([c:15]1[c:16](-[c:21]2[c:22]([CH3:27])[cH:23][cH:24][cH:25][cH:26]2)[cH:17][cH:18][cH:19][cH:20]1)=[O:28].[Na+:30].[OH-:29]>>[Cl:1][c:2]1[cH:3][c:4]([C:5](=[O:6])[OH:7])[cH:10][cH:11][c:12]1[NH:13][C:14]([c:15]1[c:16](-[c:21]2[c:22]([CH3:27])[cH:23][cH:24][cH:25][cH:26]2)[cH:17][cH:18][cH:19][cH:20]1)=[O:28]. As a reaction SMILES: [CH2:21]([CH2:22][CH2:23][CH2:24][SH:25])[SH:26].[CH3:1][C:2]1([c:15]2[cH:16][cH:17][cH:18][cH:19][cH:20]2)[O:3][C:4]([CH:8]=[CH:9][c:10]2[cH:11][s:12][cH:13][cH:14]2)=[CH:5][C:6]1=[O:7]>>[CH3:1][C:2]1([c:15]2[cH:16][cH:17][cH:18][cH:19][cH:20]2)[O:3][C:4]([CH2:8][CH:9]([c:10]2[cH:11][s:12][cH:13][cH:14]2)[S:26][CH2:21][CH2:22][CH2:23][CH2:24][SH:25])=[CH:5][C:6]1=[O:7]. Starting materials: SCCCCS, CC1(c2ccccc2)OC(C=Cc2ccsc2)=CC1=O. Yields the product CC1(c2ccccc2)OC(CC(SCCCCS)c2ccsc2)=CC1=O. Starting materials: Cl (hydrogen chloride), Cl.ClC1=CN=NC2=CC(=C(C=C12)OC)OCCCN1CCOCC1 (4-chloro-6-methoxy-7-(3-morpholinopropoxy)cinnoline hydrochloride), FC1=C(N)C=C(C(=C1)C)O (2-fluoro-5-hydroxy-4-methylaniline). The reagents and catalysts are C(C)(C)O (isopropanol). The solvent is CC(CCC)O (2-pentanol). Yields the product FC1=C(NC2=CN=NC3=CC(=C(C=C23)OC)OCCCN2CCOCC2)C=C(C(=C1)C)O (4-(2-fluoro-5-hydroxy-4-methylanilino)-6-methoxy-7-(3-morpholinopropoxy)cinnoline), hydrochloride salt. Yield: 84.0%. RXN SMILES: Cl.Cl[C:3]1[C:12]2[C:7](=[CH:8][C:9]([O:15][CH2:16][CH2:17][CH2:18][N:19]3[CH2:24][CH2:23][O:22][CH2:21][CH2:20]3)=[C:10]([O:13][CH3:14])[CH:11]=2)[N:6]=[N:5][CH:4]=1.[F:25][C:26]1[CH:32]=[C:31]([CH3:33])[C:30]([OH:34])=[CH:29][C:27]=1[NH2:28].Cl>CC(O)CCC.C(O)(C)C>[F:25][C:26]1[CH:32]=[C:31]([CH3:33])[C:30]([OH:34])=[CH:29][C:27]=1[NH:28][C:3]1[C:12]2[C:7](=[CH:8][C:9]([O:15][CH2:16][CH2:17][CH2:18][N:19]3[CH2:24][CH2:23][O:22][CH2:21][CH2:20]3)=[C:10]([O:13][CH3:14])[CH:11]=2)[N:6]=[N:5][CH:4]=1 |f:0.1|. Reported procedure: A solution of 4-chloro-6-methoxy-7-(3-morpholinopropoxy)cinnoline hydrochloride (132 mg, 0.33 mmol), (prepared as described for the starting material in Example 12), and 2-fluoro-5-hydroxy-4-methylaniline (56 mg, 0.39 mmol), (prepared as described for the starting material in Example 11), in 2-pentanol (2.5 ml) containing 7M hydrogen chloride in isopropanol (9drops) was heated at reflux for 30 minutes. After cooling, the solid was filtered off, washed with isopropanol, ether and dried under vacu...